Dataset: the Open Reaction Database (ORD), a public repository of structured organic reaction records. Task: describe an organic reaction: reactants, conditions, products, and yield Starting materials: C(C)C(CC)(C)C=1C=CC(C1)=C(C)C (3-(1-ethyl-1-methylpropyl)-6,6-dimethylfulvene), C(C)(C)(C)C=1C=CC=2CC3=CC=C(C=C3C2C1)C(C)(C)C (3,6-di-tert-butylfluorene), CCCCCC (hexane), C(CCC)[Li] (n-butyllithium). The solvent is CCOCC (ether), O (water), C1CCOC1 (THF), C1CCOC1 (THF). Product: C(C)C(CC)(C)C1=CC(C=C1)C(C)(C)C1=CC(=CC=2C3=CC(=CC=C3CC12)C(C)(C)C)C(C)(C)C (2-(3-(1-ethyl-1-methylpropyl)cyclopentadienyl)-2-(3,6-di-tert-butylfluorenyl)propane). Yield: 37.1%. As a reaction SMILES: [C:1]([C:5]1[CH:6]=[CH:7][C:8]2[CH2:9][C:10]3[C:15]([C:16]=2[CH:17]=1)=[CH:14][C:13]([C:18]([CH3:21])([CH3:20])[CH3:19])=[CH:12][CH:11]=3)([CH3:4])([CH3:3])[CH3:2].CCCCCC.C([Li])CCC.[CH2:33]([C:35]([C:39]1[CH:40]=[CH:41][C:42](=[C:44]([CH3:46])[CH3:45])[CH:43]=1)([CH3:38])[CH2:36][CH3:37])[CH3:34]>C1COCC1.CCOCC.O>[CH2:33]([C:35]([C:39]1[CH:40]=[CH:41][CH:42]([C:44]([C:11]2[C:10]3[CH2:9][C:8]4[C:16](=[CH:17][C:5]([C:1]([CH3:4])([CH3:3])[CH3:2])=[CH:6][CH:7]=4)[C:15]=3[CH:14]=[C:13]([C:18]([CH3:21])([CH3:20])[CH3:19])[CH:12]=2)([CH3:46])[CH3:45])[CH:43]=1)([CH3:38])[CH2:36][CH3:37])[CH3:34]. Procedure: To a solution of 1.93 g (6.9 mmol) of 3,6-di-tert-butylfluorene in 30 ml of THF, 4.7 ml (7.6 mmol) of a hexane solution of n-butyllithium was dropwise added in a nitrogen atmosphere with ice cooling, followed by stirring at room temperature for one night. To the resulting red solution, a solution of 1.70 g (8.9 mmol) of 3-(1-ethyl-1-methylpropyl)-6,6-dimethylfulvene in 10 ml of THF was dropwise added in a nitrogen atmosphere with ice cooling, followed by stirring at room temperature for 5 days. ... Starting materials: ClC=1C=C2C(=CNC2=CC1)C=1CCNCC1 (5-Chloro-3-(1,2,3,6-tetrahydropyridin-4-yl)-1H-indole). The reagents and catalysts are O=[Pt]=O (PtO2). Solvent: C(C)(=O)O (acetic acid). Conditions: time 5 hour. The product is ClC=1C=C2C(=CNC2=CC1)C1CCNCC1 (5-Chloro-3-(4-piperidinyl)-1H-indole). The yield is 72.4%. RXN SMILES: [Cl:1][C:2]1[CH:3]=[C:4]2[C:8](=[CH:9][CH:10]=1)[NH:7][CH:6]=[C:5]2[C:11]1[CH2:12][CH2:13][NH:14][CH2:15][CH:16]=1>C(O)(=O)C.O=[Pt]=O>[Cl:1][C:2]1[CH:3]=[C:4]2[C:8](=[CH:9][CH:10]=1)[NH:7][CH:6]=[C:5]2[CH:11]1[CH2:12][CH2:13][NH:14][CH2:15][CH2:16]1. Procedure details: Crude 5-chloro-3-(1,2,3,6-tetrahydropyridin-4-yl)-1H-indole 8a (26 g) was dissolved in glacial acetic acid (330 ml) and PtO2 (0.7 g) was added. The mixture was hydrogenated in a Parr apparatus at 3 atm. for 5 hours. The catalyst was filtered off and excess acetic acid evaporated in vacuo. Water was added and pH was adjusted to >9 by addition of diluted aqueous NH4OH. Extraction with ethyl acetate (2×200 ml) and work-up of the combined organic phases yielded 19 g of crude title compound as a visc... As a reaction SMILES: [Br:1][c:2]1[c:3]([C:13](=[O:14])[O:15][CH2:16][CH3:17])[n:4][c:5]2[n:6]1[cH:7][c:8]([CH2:11][Br:12])[cH:9][cH:10]2.[C:24](=[O:25])([O-:26])[O-:27].[CH2:18]1[CH2:19][O:20][CH2:21][CH2:22][NH:23]1.[CH3:48][C:49](=[O:50])[CH3:51].[K+:28].[K+:29].[O:30]1[CH2:31][CH2:32][O:33][CH2:34][CH2:35][O:36][CH2:37][CH2:38][O:39][CH2:40][CH2:41][O:42][CH2:43][CH2:44][O:45][CH2:46][CH2:47]1.[O:52]=[CH:53][N:54]([CH3:55])[CH3:56]>>[Br:1][c:2]1[c:3]([C:13](=[O:14])[O:15][CH2:16][CH3:17])[n:4][c:5]2[n:6]1[cH:7][c:8]([CH2:11][N:23]1[CH2:18][CH2:19][O:20][CH2:21][CH2:22]1)[cH:9][cH:10]2. Starting materials: CCOC(=O)c1nc2ccc(CBr)cn2c1Br, O=C([O-])[O-], C1COCCN1, CC(C)=O, [K+], [K+], C1COCCOCCOCCOCCOCCO1, CN(C)C=O. The product is CCOC(=O)c1nc2ccc(CN3CCOCC3)cn2c1Br. The reactants are CS(=O)(=O)Cl, CN(C)C=O, [Cl-], COc1ccccc1N1CCN(C(=O)CCc2c(-c3ccc(Cl)c(Cl)c3)[nH]c3ccccc23)CC1, [H-], [NH4+], [Na+]. Yields the product COc1ccccc1N1CCN(C(=O)CCc2c(-c3ccc(Cl)c(Cl)c3)n(S(C)(=O)=O)c3ccccc23)CC1. Reaction SMILES: [CH3:38][S:39]([Cl:40])(=[O:41])=[O:42].[CH3:45][N:46]([CH3:47])[CH:48]=[O:49].[Cl-:43].[Cl:3][c:4]1[c:5]([Cl:37])[cH:6][cH:7][c:8](-[c:10]2[nH:11][c:12]3[cH:13][cH:14][cH:15][cH:16][c:17]3[c:18]2[CH2:19][CH2:20][C:21](=[O:22])[N:23]2[CH2:24][CH2:25][N:26]([c:29]3[c:30]([O:35][CH3:36])[cH:31][cH:32][cH:33][cH:34]3)[CH2:27][CH2:28]2)[cH:9]1.[H-:1].[NH4+:44].[Na+:2]>>[Cl:3][c:4]1[c:5]([Cl:37])[cH:6][cH:7][c:8](-[c:10]2[n:11]([S:39]([CH3:38])(=[O:41])=[O:42])[c:12]3[cH:13][cH:14][cH:15][cH:16][c:17]3[c:18]2[CH2:19][CH2:20][C:21](=[O:22])[N:23]2[CH2:24][CH2:25][N:26]([c:29]3[c:30]([O:35][CH3:36])[cH:31][cH:32][cH:33][cH:34]3)[CH2:27][CH2:28]2)[cH:9]1. Reactants: C(C)C=1C=CC(=NC1)C=1N(C(C(N1)(C)C(C)C)=O)C/C=C/C(=O)OCC (ethyl 2-(5-ethyl-2-pyridyl)-4-isopropyl-4-methyl-5-oxo-2-imidazoline-1-crotonate), O1CCCC1.O (tetrahydrofuran water), [OH-].[Na+] (sodium hydroxide). Solvent: O (water). Reaction conditions: time 16.5 hour. The product is C(C)C=1C=CC(=NC1)C=1N(C(C(N1)(C)C(C)C)=O)C/C=C/C(=O)O (2-(5-ethyl-2-pyridyl)-4-isopropyl-4-methyl-5-oxo-2-imidazoline-1-crotonic acid). Reaction SMILES: [CH2:1]([C:3]1[CH:4]=[CH:5][C:6]([C:9]2[N:10]([CH2:19]/[CH:20]=[CH:21]/[C:22]([O:24]CC)=[O:23])[C:11](=[O:18])[C:12]([CH:15]([CH3:17])[CH3:16])([CH3:14])[N:13]=2)=[N:7][CH:8]=1)[CH3:2].O1CCCC1.O.[OH-].[Na+]>O>[CH2:1]([C:3]1[CH:4]=[CH:5][C:6]([C:9]2[N:10]([CH2:19]/[CH:20]=[CH:21]/[C:22]([OH:24])=[O:23])[C:11](=[O:18])[C:12]([CH:15]([CH3:17])[CH3:16])([CH3:14])[N:13]=2)=[N:7][CH:8]=1)[CH3:2] |f:1.2,3.4|. Reported procedure: A stirred solution of ethyl 2-(5-ethyl-2-pyridyl)-4-isopropyl-4-methyl-5-oxo-2-imidazoline-1-crotonate, (E)— (1.16 g, 3.25 mmol) in 1:1 tetrahydrofuran/water is treated with sodium hydroxide (0.45 g, 11.3 mmol) at once. The resulting mixture is stirred at reflux for 1.5 hours, then at room temperature for 16.5 hours. After this period, the reaction mixture is diluted with water, and washed with ether. The aqueous layer is acidified with 1N hydrochloric acid (15 mL), and extracted with ether. The... Starting materials: C(C)OC(=O)C1=C(C2=C(C(=N1)CC)N=C(S2)C2=CC=CC=C2)O (4-ethyl-7-hydroxy-2-phenyl-thiazolo[4,5-c]pyridine-6-carboxylic acid ethyl ester), NCC(=O)O (glycine). The solvent is C[O-].[Na+].CO (sodium methoxide methanol). Yields the product C(C)C1=NC(=C(C2=C1N=C(S2)C2=CC=CC=C2)O)C(=O)NCC(=O)O ([(4-Ethyl-7-hydroxy-2-phenyl-thiazolo[4,5-c]pyridine-6-carbonyl)-amino]-acetic acid). The yield is 82.3%. Reaction SMILES: C(O[C:4]([C:6]1[N:11]=[C:10]([CH2:12][CH3:13])[C:9]2[N:14]=[C:15]([C:17]3[CH:22]=[CH:21][CH:20]=[CH:19][CH:18]=3)[S:16][C:8]=2[C:7]=1[OH:23])=[O:5])C.[NH2:24][CH2:25][C:26]([OH:28])=[O:27]>C[O-].[Na+].CO>[CH2:12]([C:10]1[C:9]2[N:14]=[C:15]([C:17]3[CH:18]=[CH:19][CH:20]=[CH:21][CH:22]=3)[S:16][C:8]=2[C:7]([OH:23])=[C:6]([C:4]([NH:24][CH2:25][C:26]([OH:28])=[O:27])=[O:5])[N:11]=1)[CH3:13] |f:2.3.4|. Reported procedure: A mixture of 4-ethyl-7-hydroxy-2-phenyl-thiazolo[4,5-c]pyridine-6-carboxylic acid ethyl ester (57 mg, 0.17 mmol) and glycine (259 mg, 3.45 mmol) in 0.5 M sodium methoxide/methanol (6.5 mL) was refluxed for 21 h before it was cooled to room temperature and concentrated in vacuo. The residue was dissolved in water (10 mL) and extracted twice with dichloromethane. The remaining aqueous layer was acidified to pH=3 with 1N HCl (5 mL). The solid precipitate was filtered, washed with water and dried in... Starting materials: ClC1=C(C(=C(C=C1OC)OC)Cl)N (2,6-dichloro-3,5-dimethoxy-phenylamine), ClC(Cl)(OC(OC(Cl)(Cl)Cl)=O)Cl (triphosgene), TEA. Run in O1CCOCC1 (dioxane). Run at temperature 130 celsius. Yields the product ClC1=C(C=C(C(=C1N=C=O)Cl)OC)OC (2,4-Dichloro-3-isocyanato-1,5-dimethoxy-benzene). Yield: 162.0%. As a reaction SMILES: [Cl:1][C:2]1[C:7]([O:8][CH3:9])=[CH:6][C:5]([O:10][CH3:11])=[C:4]([Cl:12])[C:3]=1[NH2:13].Cl[C:15](Cl)([O:17]C(=O)OC(Cl)(Cl)Cl)Cl>O1CCOCC1>[Cl:1][C:2]1[C:3]([N:13]=[C:15]=[O:17])=[C:4]([Cl:12])[C:5]([O:10][CH3:11])=[CH:6][C:7]=1[O:8][CH3:9]. Reported procedure: A mixture of 2,6-dichloro-3,5-dimethoxy-phenylamine (500 g, 2.25 mmol), triphosgene (335 mg, 1.12 mmol) and TEA (342 g, 3.38 mmol) in dioxane (15 mL) was heated to 130° C. for 2 hours under microwave. The reaction was concentrated and the residue was purified by flash chromatography on silica eluting with DCM to obtain the title compound (450 mg, yield: 80%). 1H-NMR (400 MHz, CDCl3) δ 3.92 (s, 6H), 6.42 (s, 1H). The reactants are C(=O)(OCC1=CC=CC=C1)NC(COC(C(C)(C)C)C(C)(C)C)(C)C (N-Cbz-2-amino-2-methyl-1-[di-(t-butyl)methoxy]propane). Reagents/catalysts: [Pd] (Pd/C). Solvent: CO (CH3OH). The product is NC(COC(C(C)(C)C)C(C)(C)C)(C)C (2-amino-2-methyl-1-[di-(t-butyl)methoxy]propane). RXN SMILES: C([NH:11][C:12]([CH3:25])([CH3:24])[CH2:13][O:14][CH:15]([C:20]([CH3:23])([CH3:22])[CH3:21])[C:16]([CH3:19])([CH3:18])[CH3:17])(OCC1C=CC=CC=1)=O>CO.[Pd]>[NH2:11][C:12]([CH3:25])([CH3:24])[CH2:13][O:14][CH:15]([C:20]([CH3:23])([CH3:22])[CH3:21])[C:16]([CH3:18])([CH3:17])[CH3:19]. Reported procedure: N-Cbz-2-amino-2-methyl-1-[di-(t-butyl)methoxy]propane is dissolved in CH3OH and hydrogenated over 5% Pd/C in a Paar hydrogenation apparatus. When the reaction is complete the mixture is filtered through Celite and concentrated to yield 2-amino-2-methyl-1-[di-(t-butyl)methoxy]propane. Reactants: CCOP(OCC)OCC, ClCc1cnc(-c2ccccc2)o1. Yields the product CCOP(=O)(Cc1cnc(-c2ccccc2)o1)OCC. As a reaction SMILES: [CH2:14]([CH3:15])[O:16][P:17]([O:18][CH2:19][CH3:20])[O:21][CH2:22][CH3:23].[Cl:1][CH2:2][c:3]1[cH:4][n:5][c:6](-[c:8]2[cH:9][cH:10][cH:11][cH:12][cH:13]2)[o:7]1>>[CH2:2]([c:3]1[cH:4][n:5][c:6](-[c:8]2[cH:9][cH:10][cH:11][cH:12][cH:13]2)[o:7]1)[P:17]([O:16][CH2:14][CH3:15])([O:18][CH2:19][CH3:20])=[O:21]. The reactants are Mg, CC(C)CC(=O)C1=C([C@]([C@@H](C1=O)CC=C(C)C)(C(=O)CC=C(C)C)O)O ((+)-cis isohumulone), S(O)(O)(=O)=O (sulfuric acid), mixture, [H][H] (hydrogen), MgO. Reagents/catalysts: [Pd] (Pd/C). Solvent: CO (methanol). Run at time 5 minute. The product is CC(C)CC[C@H]1C(=O)C(=C([C@@]1(C(=O)CCC(C)C)O)O)C(=O)CC(C)C ((+)-KDT-500). As a reaction SMILES: [CH3:1][CH:2]([CH2:4][C:5]([C:7]1[C:11](=[O:12])[C@@H:10]([CH2:13][CH:14]=[C:15]([CH3:17])[CH3:16])[C@:9]([OH:25])([C:18]([CH2:20][CH:21]=[C:22]([CH3:24])[CH3:23])=[O:19])[C:8]=1[OH:26])=[O:6])[CH3:3].[H][H].S(=O)(=O)(O)O>CO.[Pd]>[CH3:17][CH:15]([CH2:14][CH2:13][C@@H:10]1[C@@:9]([OH:25])([C:18]([CH2:20][CH2:21][CH:22]([CH3:23])[CH3:24])=[O:19])[C:8]([OH:26])=[C:7]([C:5]([CH2:4][CH:2]([CH3:3])[CH3:1])=[O:6])[C:11]1=[O:12])[CH3:16]. Reported procedure: 96.3 mg of the dry Mg salt of (+)-cis isohumulone ((+)-VIII) was dissolved in 1 mL of methanol. 3.1 mg (0.3 eq) of MgO was added, and the reaction mixture was stirred for five minutes. 30 mg of 10% Pd/C was added to the solution, and stirring was resumed. A hydrogen atmosphere was introduced by bubbling hydrogen gas into the solution. After 45 minutes the reaction was judged to be complete by HPLC, the stirring was stopped, and the hydrogen atmosphere was removed by opening the vial. 1 equivalen...